From a dataset of the Open Reaction Database (ORD), a public repository of structured organic reaction records. describe an organic reaction: reactants, conditions, products, and yield Starting materials: CC(C)C(NS(=O)(=O)c1ccc(-c2ccc(OC(=O)c3cc4ccccc4o3)cc2)cc1)C(=O)OC(C)(C)C, ClCCl, O=C(O)C(F)(F)F. The product is CC(C)C(NS(=O)(=O)c1ccc(-c2ccc(OC(=O)c3cc4ccccc4o3)cc2)cc1)C(=O)O. Reaction SMILES: [C:1]([CH3:2])([CH3:3])([CH3:4])[O:5][C:6](=[O:7])[CH:8]([CH:9]([CH3:10])[CH3:11])[NH:12][S:13](=[O:14])(=[O:15])[c:16]1[cH:17][cH:18][c:19](-[c:22]2[cH:23][cH:24][c:25]([O:28][C:29](=[O:30])[c:31]3[o:32][c:33]4[c:34]([cH:35]3)[cH:36][cH:37][cH:38][cH:39]4)[cH:26][cH:27]2)[cH:20][cH:21]1.[Cl:47][CH2:48][Cl:49].[F:40][C:41]([F:42])([F:43])[C:44]([OH:45])=[O:46]>>[O:5]=[C:6]([OH:7])[CH:8]([CH:9]([CH3:10])[CH3:11])[NH:12][S:13](=[O:14])(=[O:15])[c:16]1[cH:17][cH:18][c:19](-[c:22]2[cH:23][cH:24][c:25]([O:28][C:29](=[O:30])[c:31]3[o:32][c:33]4[c:34]([cH:35]3)[cH:36][cH:37][cH:38][cH:39]4)[cH:26][cH:27]2)[cH:20][cH:21]1.